Dataset: the Open Reaction Database (ORD), a public repository of structured organic reaction records. Task: describe an organic reaction: reactants, conditions, products, and yield Reactants: BrC1=CC(=C(C(=O)OC)C=C1)CBr (methyl 4-bromo-2-(bromomethyl)benzoate), C(C)N (ethylamine), C([O-])([O-])=O.[K+].[K+] (potassium carbonate). The solvent is C1CCOC1 (THF), C(C)O (ethanol). Yields the product BrC=1C=C2CN(C(C2=CC1)=O)CC (5-bromo-2-ethylisoindolin-1-one). Reaction SMILES: [Br:1][C:2]1[CH:11]=[CH:10][C:5]([C:6]([O:8]C)=O)=[C:4]([CH2:12]Br)[CH:3]=1.[CH2:14]([NH2:16])[CH3:15].C(=O)([O-])[O-].[K+].[K+]>C1COCC1.C(O)C>[Br:1][C:2]1[CH:3]=[C:4]2[C:5](=[CH:10][CH:11]=1)[C:6](=[O:8])[N:16]([CH2:14][CH3:15])[CH2:12]2 |f:2.3.4|. Reported procedure: A mixture of methyl 4-bromo-2-(bromomethyl)benzoate (0.5 g, 2 mmol) (AstaTech Cat. No. 27012), ethylamine in THF (1.0 mL, 2.0 M) (Aldrich Cat. No. 395072), and potassium carbonate (0.34 g, 2.4 mmol) in ethanol (5 mL) in a sealed vial was stirred at 40° C. overnight. The solid was filtered off. The filtrate was concentrated under reduced pressure. The residue was purified by flash chromatography on a silica gel column with ethyl acetate in hexanes (0-50%) to afford the desired product (0.28 g). L...